Dataset: the Open Reaction Database (ORD), a public repository of structured organic reaction records. Task: describe an organic reaction: reactants, conditions, products, and yield Starting materials: COc1ccc(F)cc1C1=CCN(C(=O)OC(C)(C)C)CC1, CO. The product is COc1ccc(F)cc1C1CCN(C(=O)OC(C)(C)C)CC1. As a reaction SMILES: [C:1]([CH3:2])([CH3:3])([CH3:4])[O:5][C:6](=[O:7])[N:8]1[CH2:9][CH2:10][C:11]([c:14]2[c:15]([O:21][CH3:22])[cH:16][cH:17][c:18]([F:20])[cH:19]2)=[CH:12][CH2:13]1.[CH3:23][OH:24]>>[C:1]([CH3:2])([CH3:3])([CH3:4])[O:5][C:6](=[O:7])[N:8]1[CH2:9][CH2:10][CH:11]([c:14]2[c:15]([O:21][CH3:22])[cH:16][cH:17][c:18]([F:20])[cH:19]2)[CH2:12][CH2:13]1. The reactants are C(C)OC(CBr)=O (bromoacetic acid ethyl ester), CC(CC(C)=O)=O (2,4-pentandione), O1CCOCC1 (dioxane), [OH-].[K+] (potassium hydroxide). Solvent: O (water). Conditions: time 20 minute. The product is C(C)OC(CC(C(C)=O)C(C)=O)=O (3-acetyl-4-oxo-pentanoic acid ethyl ester). As a reaction SMILES: [OH-].[K+].[CH3:3][C:4](=[O:9])[CH2:5][C:6](=[O:8])[CH3:7].O1CCOCC1.[CH2:16]([O:18][C:19](=[O:22])[CH2:20]Br)[CH3:17]>O>[CH2:16]([O:18][C:19](=[O:22])[CH2:20][CH:5]([C:4](=[O:9])[CH3:3])[C:6](=[O:8])[CH3:7])[CH3:17] |f:0.1|. Reported procedure: 28 g of potassium hydroxide dissolved in 28 ml of water was added to a mixture of 50 g of 2,4-pentandione, and 100 ml and 115 ml of dioxane at 0 to 10° C. After 20 minutes of stirring, 125 g of bromoacetic acid ethyl ester was added dropwise and the mixture was stirred for 19 hours. The layers were separated and washed with water and diethyl ether. The organic layer was dried and 3-acetyl-4-oxo-pentanoic acid ethyl ester was isolated by fractional distillation. Starting materials: O=C([O-])O, Cl, CI, [Na+], O=C1CCC(N2Cc3c(OCc4ccc(C(=O)N5CCNCC5)cc4)cccc3C2=O)C(=O)N1, CN(C)C=O. Product: Cl, CN1CCN(C(=O)c2ccc(COc3cccc4c3CN(C3CCC(=O)NC3=O)C4=O)cc2)CC1. Reaction SMILES: [C:36](=[O:37])([OH:38])[O-:39].[ClH:1].[I:41][CH3:42].[Na+:40].[O:2]=[C:3]1[N:4]([CH:28]2[C:29](=[O:35])[NH:30][C:31](=[O:34])[CH2:32][CH2:33]2)[CH2:5][c:6]2[c:7]([O:12][CH2:13][c:14]3[cH:15][cH:16][c:17]([C:20](=[O:21])[N:22]4[CH2:23][CH2:24][NH:25][CH2:26][CH2:27]4)[cH:18][cH:19]3)[cH:8][cH:9][cH:10][c:11]21.[O:43]=[CH:44][N:45]([CH3:46])[CH3:47]>>[ClH:1].[O:2]=[C:3]1[N:4]([CH:28]2[C:29](=[O:35])[NH:30][C:31](=[O:34])[CH2:32][CH2:33]2)[CH2:5][c:6]2[c:7]([O:12][CH2:13][c:14]3[cH:15][cH:16][c:17]([C:20](=[O:21])[N:22]4[CH2:23][CH2:24][N:25]([CH3:36])[CH2:26][CH2:27]4)[cH:18][cH:19]3)[cH:8][cH:9][cH:10][c:11]21. The reactants are C(=O)([O-])[O-].[K+].[K+] (potash), COCCO (2-methoxyethanol), ClC1=CC(=C(C(=C1)NCCO)[N+](=O)[O-])NCCO (4-chloro-2-(β-hydroxyethyl)amino-6-(β-hydroxyethyl)aminonitrobenzene). Solvent: CN1C(CCC1)=O (N-methylpyrrolidone), ice water. The product is COCCOC1=CC(=C(C(=C1)NCCO)[N+](=O)[O-])NCCO (4-(β-methoxyethoxy)-2-(β-hydroxyethyl)amino-6-(β-hydroxyethyl)aminonitrobenzene). As a reaction SMILES: Cl[C:2]1[CH:7]=[C:6]([NH:8][CH2:9][CH2:10][OH:11])[C:5]([N+:12]([O-:14])=[O:13])=[C:4]([NH:15][CH2:16][CH2:17][OH:18])[CH:3]=1.C([O-])([O-])=O.[K+].[K+].[CH3:25][O:26][CH2:27][CH2:28][OH:29]>CN1CCCC1=O>[CH3:25][O:26][CH2:27][CH2:28][O:29][C:2]1[CH:7]=[C:6]([NH:8][CH2:9][CH2:10][OH:11])[C:5]([N+:12]([O-:14])=[O:13])=[C:4]([NH:15][CH2:16][CH2:17][OH:18])[CH:3]=1 |f:1.2.3|. Reported procedure: 0.09 mole (25 g) of 4-chloro-2-(β-hydroxyethyl)amino-6-(β-hydroxyethyl)aminonitrobenzene, synthesized in stage 1 of example 2, was added to a solution of 11.9 g of pelletized potash in 60 ml of 2-methoxyethanol and 25 ml of N-methylpyrrolidone and heated for 4 hours over a boiling water bath. The reaction medium was diluted with 350 ml of ice water and the desired product obtained by high pressure liquid chromatography (HPLC). About 150 ml of the aqueous solution obtained by dilution of the reac... The reactants are COC=1C=C(C=C(C1OC)OC)NC1=NC(=CN=C1)Cl (2-(3,4,5-trimethoxyphenylamino)-6-chloropyrazine), ClC1=CC=C(C=C1)B(O)O (4-chloro-phenylboronic acid). Product: COC=1C=C(C=C(C1OC)OC)NC1=NC(=CN=C1)C1=CC=C(C=C1)Cl (2-(3,4,5-trimethoxyphenylamino)-6-(4-chlorophenyl)pyrazine). The yield is 71.0%. As a reaction SMILES: [CH3:1][O:2][C:3]1[CH:4]=[C:5]([NH:13][C:14]2[CH:19]=[N:18][CH:17]=[C:16](Cl)[N:15]=2)[CH:6]=[C:7]([O:11][CH3:12])[C:8]=1[O:9][CH3:10].[Cl:21][C:22]1[CH:27]=[CH:26][C:25](B(O)O)=[CH:24][CH:23]=1>>[CH3:1][O:2][C:3]1[CH:4]=[C:5]([NH:13][C:14]2[CH:19]=[N:18][CH:17]=[C:16]([C:25]3[CH:26]=[CH:27][C:22]([Cl:21])=[CH:23][CH:24]=3)[N:15]=2)[CH:6]=[C:7]([O:11][CH3:12])[C:8]=1[O:9][CH3:10]. Procedure: Using Method B with 212 mg (0.72 mmol) 2a and 135 mg (0.86 mmol) 4-chloro-phenylboronic acid, 190 mg pure title compound (59.7%) were obtained after purification by preparative HPLC (eluent:AcOEt). Reaction time: 18 hours. 1H-NMR (DMSO), δ (ppm), J (Hz): 3.63 (s, 3H, CH3O(4′)), 3.82 (s, 6H, CH3O(3′+5′)), 6.88 (d, 2H, Harom(2′+6′), J=8.52), 7.24 (s, 2H, Harom(2+6)), 7.97 (d, 1H, Harom (3′+5′)), 8.05 (s, 1H, HP5), 8.40 (s, 1H, HP3), 9.46 (s, 1H, OH), 9.82 (s, 1H, NHamine); MS, (C19H18ClN3O4), m/z:... Procedure details: A mixture of 4.4 g (0.0172 mol) of 1,3-dimethyl-10-oxo-10H-pyrido[1,2-a]thieno[3,4-d]pyrimidine-7-carbonitrile (Example 51), 6.5 g (0.1 mol) of sodium azide and 5.3 g (0.1 mol) of ammonium chloride in 180 ml of dimethylformamide is stirred and heated in a wax bath at 120° C. for seventeen hours under nitrogen. The reaction mixture is cooled, filtered and the filtrate evaporated. The residue is treated with 250 ml of water and acidified with concentrated hydrochloric acid. This mixture is warmed ... Reactants: C (charcoal), CC=1SC(=C2N=C3N(C(C21)=O)C=C(C=C3)C#N)C (1,3-dimethyl-10-oxo-10H-pyrido[1,2-a]thieno[3,4-d]pyrimidine-7-carbonitrile), [N-]=[N+]=[N-].[Na+] (sodium azide), [Cl-].[NH4+] (ammonium chloride). Reaction SMILES: [CH3:1][C:2]1[S:3][C:4]([CH3:18])=[C:5]2[C:10]=1[C:9](=[O:11])[N:8]1[CH:12]=[C:13]([C:16]#[N:17])[CH:14]=[CH:15][C:7]1=[N:6]2.[N-:19]=[N+:20]=[N-:21].[Na+].[Cl-].[NH4+].C>CN(C)C=O.N1C=CC=CC=1>[CH3:1][C:2]1[S:3][C:4]([CH3:18])=[C:5]2[C:10]=1[C:9](=[O:11])[N:8]1[CH:12]=[C:13]([C:16]3[NH:21][N:20]=[N:19][N:17]=3)[CH:14]=[CH:15][C:7]1=[N:6]2 |f:1.2,3.4|. Reaction conditions: temperature 120 celsius. The product is CC=1SC(=C2N=C3N(C(C21)=O)C=C(C=C3)C3=NN=NN3)C (1,3-dimethyl-7-(1H-tetrazol-5-yl)-10H-pyrido[1,2-a]thieno-[3,4-d]pyrimidin-10-one). Yield: 60.4%. The solvent is CN(C=O)C (dimethylformamide), N1=CC=CC=C1 (pyridine).